This data is from the Open Reaction Database (ORD), a public repository of structured organic reaction records. The task is: describe an organic reaction: reactants, conditions, products, and yield Starting materials: C1(=CC=C(C=C1)S(=O)(=O)Cl)C (p-toluenesulfonyl chloride), C(Cl)(Cl)Cl (chloroform), O1C(CCCC1)O[C@@H](CO)C (2-O-tetrahydropyrany-(R)-propane-1,2-diol), O (Water). The reagents and catalysts are CN(C1=CC=NC=C1)C (4-Dimethylaminopyridine). Run in N1=CC=CC=C1 (pyridine), N1=CC=CC=C1 (pyridine). Reaction conditions: time 8 hour. The product is O1C(CCCC1)O[C@@H](COS(=O)(=O)C1=CC=C(C=C1)C)C ((R)-2-O-tetrahydropyrany-1-O-p-toluenesulfonylpropane-1,2 diol). The yield is 92.9%. As a reaction SMILES: [O:1]1[CH2:6][CH2:5][CH2:4][CH2:3][CH:2]1[O:7][C@H:8]([CH3:11])[CH2:9][OH:10].[C:12]1([CH3:22])[CH:17]=[CH:16][C:15]([S:18](Cl)(=[O:20])=[O:19])=[CH:14][CH:13]=1.O.C(Cl)(Cl)Cl>N1C=CC=CC=1.CN(C)C1C=CN=CC=1>[O:1]1[CH2:6][CH2:5][CH2:4][CH2:3][CH:2]1[O:7][C@H:8]([CH3:11])[CH2:9][O:10][S:18]([C:15]1[CH:16]=[CH:17][C:12]([CH3:22])=[CH:13][CH:14]=1)(=[O:20])=[O:19]. Reported procedure: A solution of 2-O-tetrahydropyrany-(R)-propane-1,2-diol(67.2 g, 0.42 mol) in pyridine (600 ml) was placed in a 2 l round-bottom flask with magnetic stirring rod and 500 ml dropping funnel with a side-tubing, protected by calcium chloride tube. 4-Dimethylaminopyridine (2 g) was added, the flask was placed in an ice-water cooling bath and a solution of p-toluenesulfonyl chloride (91 g, 0.477 mol) in pyridine (300 ml) was added over 1 hour under stirring. The mixture was stirred under ice-cooling f... Yields the product CN(C)c1nc(Cc2ccc(NC(=O)OCc3ccccc3)cc2)ncc1CC(=O)O. Starting materials: COC(=O)Cc1cnc(Cc2ccc(NC(=O)OCc3ccccc3)cc2)nc1N(C)C, CO, [Na+], C1CCOC1, [OH-]. RXN SMILES: [CH2:1]([c:2]1[cH:3][cH:4][cH:5][cH:6][cH:7]1)[O:8][C:9](=[O:10])[NH:11][c:12]1[cH:13][cH:14][c:15]([CH2:16][c:17]2[n:18][cH:19][c:20]([CH2:26][C:27](=[O:28])[O:29][CH3:30])[c:21]([N:23]([CH3:24])[CH3:25])[n:22]2)[cH:31][cH:32]1.[CH3:40][OH:41].[Na+:34].[O:35]1[CH2:36][CH2:37][CH2:38][CH2:39]1.[OH-:33]>>[CH2:1]([c:2]1[cH:3][cH:4][cH:5][cH:6][cH:7]1)[O:8][C:9](=[O:10])[NH:11][c:12]1[cH:13][cH:14][c:15]([CH2:16][c:17]2[n:18][cH:19][c:20]([CH2:26][C:27](=[O:28])[OH:29])[c:21]([N:23]([CH3:24])[CH3:25])[n:22]2)[cH:31][cH:32]1. Starting materials: CC(C)Br, O=C([O-])[O-], CCO, CN(C)C=O, Cl, [K+], [K+], O=C(O)c1ccc2oc3cc(S)ccc3c(=O)c2c1. Yields the product CC(C)Sc1ccc2c(=O)c3cc(C(=O)O)ccc3oc2c1. As a reaction SMILES: [Br:20][CH:21]([CH3:22])[CH3:23].[C:24](=[O:25])([O-:26])[O-:27].[CH3:31][CH2:32][OH:33].[CH3:34][N:35]([CH3:36])[CH:37]=[O:38].[ClH:30].[K+:28].[K+:29].[SH:1][c:2]1[cH:3][c:4]2[o:5][c:6]3[cH:7][cH:8][c:9]([C:17](=[O:18])[OH:19])[cH:10][c:11]3[c:12](=[O:16])[c:13]2[cH:14][cH:15]1>>[S:1]([c:2]1[cH:3][c:4]2[o:5][c:6]3[cH:7][cH:8][c:9]([C:17](=[O:18])[OH:19])[cH:10][c:11]3[c:12](=[O:16])[c:13]2[cH:14][cH:15]1)[CH:21]([CH3:22])[CH3:23]. Starting materials: N[C@@H](CCCCNC(OC(C)(C)C)=O)C(N1CCN(CC1)C1=CC=NC=C1)=O ((S)-tert-butyl 5-amino-6-oxo-6-(4-(pyridin-4-yl)piperazin-1-yl)hexylcarbamate), CC=1C=C(C=C2C=NNC12)C[C@H](C(=O)O)NC(=O)N1CCC(CC1)N1C(NC2=CC=CC=C2C1)=O ((R)-3-(7-methyl-1H-indazol-5-yl)-2-(4-(2-oxo-1,2-dihydroquinazolin-3 (4H)-yl)piperidine-1-carboxamido)propanoic acid), CC=1C=C(C=C2C=NNC12)C[C@H](C(=O)N[C@@H](CCCCNC(OC(C)(C)C)=O)C(N1CCN(CC1)C1=CC=NC=C1)=O)NC(=O)N1CCC(CC1)C=1C(NC2=CC=CC=C2C1)=O (tert-butyl (S)-5-((R)-3-(7-methyl-1H-indazol-5-yl)-2-(4-(2-oxo-1,2-dihydroquinolin-3-yl)piperidine-1-carboxamido)propanamido)-6-oxo-6-(4-(pyridin-4-yl)piperazin-1-yl)hexylcarbamate). Yields the product CC=1C=C(C=C2C=NNC12)C[C@H](C(=O)N[C@@H](CCCCNC(OC(C)(C)C)=O)C(N1CCN(CC1)C1=CC=NC=C1)=O)NC(=O)N1CCC(CC1)N1C(NC2=CC=CC=C2C1)=O (tert-Butyl (S)-5-((R)-3-(7-methyl-1H-indazol-5-yl)-2-(4-(2-oxo-1,2-dihydroquinazolin-3(4H)-yl)piperidine-1-carboxamido)propanamido)-6-oxo-6-(4-(pyridin-4-yl)piperazin-1-yl)hexylcarbamate). RXN SMILES: [NH2:1][C@H:2]([C:15](=[O:28])[N:16]1[CH2:21][CH2:20][N:19]([C:22]2[CH:27]=[CH:26][N:25]=[CH:24][CH:23]=2)[CH2:18][CH2:17]1)[CH2:3][CH2:4][CH2:5][CH2:6][NH:7][C:8](=[O:14])[O:9][C:10]([CH3:13])([CH3:12])[CH3:11].[CH3:29][C:30]1[CH:31]=[C:32]([CH2:39][C@@H:40]([NH:44][C:45]([N:47]2[CH2:52][CH2:51][CH:50]([N:53]3[CH2:62][C:61]4[C:56](=[CH:57][CH:58]=[CH:59][CH:60]=4)[NH:55][C:54]3=[O:63])[CH2:49][CH2:48]2)=[O:46])[C:41](O)=[O:42])[CH:33]=[C:34]2[C:38]=1[NH:37][N:36]=[CH:35]2.CC1C=C(C[C@@H](NC(N2CCC(C3C(=O)NC4C(C=3)=CC=CC=4)CC2)=O)C(N[C@H](C(=O)N2CCN(C3C=CN=CC=3)CC2)CCCCNC(=O)OC(C)(C)C)=O)C=C2C=1NN=C2>>[CH3:29][C:30]1[CH:31]=[C:32]([CH2:39][C@@H:40]([NH:44][C:45]([N:47]2[CH2:48][CH2:49][CH:50]([N:53]3[CH2:62][C:61]4[C:56](=[CH:57][CH:58]=[CH:59][CH:60]=4)[NH:55][C:54]3=[O:63])[CH2:51][CH2:52]2)=[O:46])[C:41]([NH:1][C@H:2]([C:15](=[O:28])[N:16]2[CH2:21][CH2:20][N:19]([C:22]3[CH:23]=[CH:24][N:25]=[CH:26][CH:27]=3)[CH2:18][CH2:17]2)[CH2:3][CH2:4][CH2:5][CH2:6][NH:7][C:8](=[O:14])[O:9][C:10]([CH3:11])([CH3:12])[CH3:13])=[O:42])[CH:33]=[C:34]2[C:38]=1[NH:37][N:36]=[CH:35]2. Procedure details: The title compound was prepared from (S)-tert-butyl 5-amino-6-oxo-6-(4-(pyridin-4-yl)piperazin-1-yl)hexylcarbamate and (R)-3-(7-methyl-1H-indazol-5-yl)-2-(4-(2-oxo-1,2-dihydroquinazolin-3 (4H)-yl)piperidine-1-carboxamido)propanoic acid using the same procedure as described for tert-butyl (S)-5-((R)-3-(7-methyl-1H-indazol-5-yl)-2-(4-(2-oxo-1,2-dihydroquinolin-3-yl)piperidine-1-carboxamido)propanamido)-6-oxo-6-(4-(pyridin-4-yl)piperazin-1-yl)hexylcarbamate. The title compound was obtained in 66% y...